Dataset: the Open Reaction Database (ORD), a public repository of structured organic reaction records. Task: describe an organic reaction: reactants, conditions, products, and yield Reactants: CO, Cl, O=C(NOC1CCCCO1)c1ccc2c(c1)CN(C(=O)Cc1c[nH]c3ccccc13)CC2. Product: O=C(NO)c1ccc2c(c1)CN(C(=O)Cc1c[nH]c3ccccc13)CC2. Reaction SMILES: [CH3:34][OH:35].[ClH:33].[nH:1]1[cH:2][c:3]([CH2:10][C:11](=[O:12])[N:13]2[CH2:14][c:15]3[cH:16][c:17]([C:23](=[O:24])[NH:25][O:26][CH:27]4[CH2:28][CH2:29][CH2:30][CH2:31][O:32]4)[cH:18][cH:19][c:20]3[CH2:21][CH2:22]2)[c:4]2[cH:5][cH:6][cH:7][cH:8][c:9]12>>[nH:1]1[cH:2][c:3]([CH2:10][C:11](=[O:12])[N:13]2[CH2:14][c:15]3[cH:16][c:17]([C:23](=[O:24])[NH:25][OH:26])[cH:18][cH:19][c:20]3[CH2:21][CH2:22]2)[c:4]2[cH:5][cH:6][cH:7][cH:8][c:9]12.